This data is from the Open Reaction Database (ORD), a public repository of structured organic reaction records. The task is: describe an organic reaction: reactants, conditions, products, and yield The reactants are O=C([O-])O, CC(C)(C)OC(=O)NC1(C2CC(=O)N(Cc3ccccc3)C2)CC(O)C1, CCN(CC)S(F)(F)F, Cc1ccccc1, ClC(Cl)Cl, ClCCl, [Na+]. Product: CC(C)(C)OC(=O)NC1(C2CC(=O)N(Cc3ccccc3)C2)CC(F)C1. As a reaction SMILES: [C:43](=[O:44])([OH:45])[O-:46].[CH2:1]([c:2]1[cH:3][cH:4][cH:5][cH:6][cH:7]1)[N:8]1[C:9](=[O:26])[CH2:10][CH:11]([C:13]2([NH:18][C:19](=[O:20])[O:21][C:22]([CH3:23])([CH3:24])[CH3:25])[CH2:14][CH:15]([OH:17])[CH2:16]2)[CH2:12]1.[CH2:34]([N:35]([S:36]([F:37])([F:38])[F:40])[CH2:39][CH3:41])[CH3:42].[CH3:27][c:28]1[cH:29][cH:30][cH:31][cH:32][cH:33]1.[CH:48]([Cl:49])([Cl:50])[Cl:51].[Cl:52][CH2:53][Cl:54].[Na+:47]>>[CH2:1]([c:2]1[cH:3][cH:4][cH:5][cH:6][cH:7]1)[N:8]1[C:9](=[O:26])[CH2:10][CH:11]([C:13]2([NH:18][C:19](=[O:20])[O:21][C:22]([CH3:23])([CH3:24])[CH3:25])[CH2:14][CH:15]([F:40])[CH2:16]2)[CH2:12]1. Reactants: C1(C2C(C(=O)O1)CCC=C2)=O (Tetrahydrophthalic anhydride), C1(C2C(C(=O)O1)CCCC2)=O (Hexahydrophthalic anhydride), hydrogenated bisphenol A. The product is C1(CCC(CC1)CO)CO (1,4-Cyclohexanedimethanol). Reaction SMILES: C1(=O)[O:6][C:4](=O)[CH:3]2[CH2:7][CH2:8][CH:9]=[CH:10][CH:2]12.C1(=O)O[C:15](=[O:16])C2CCCCC12>>[CH:3]1([CH2:4][OH:6])[CH2:2][CH2:10][CH:9]([CH2:15][OH:16])[CH2:8][CH2:7]1. Procedure details: Tetrahydrophthalic anhydride was obtained from Janssen Chemical. Hexahydrophthalic anhydride and hydrogenated bisphenol A were obtained from Milliken Chemical. 1,4-Cyclohexanedimethanol was obtained from either Aldrich Chemical Co. or from Eastman Chemical Co. 1,4-Cyclohexane dicarboxylic acid was provided by Eastman Chemical Co. Trimethylolpropane mentioned in the examples below was obtained from Aldrich Chemical Co. Tin catalyst (Fascat 4100) was obtained from Elf Atochem. Equilibrium peraceti... Reactants: N1C=NC(=C1)S(=O)(=O)Cl (imidazole-4-sulfonylchloride), N1C=NC=C1 (imidazole). Run in O1CCCC1 (tetrahydrofuran). Conditions: time 8 hour. Yields the product N1C=NC(=C1)S(=O)(=O)N1C=NC=C1 (1-(4-IMIDAZOLYLSULFONYL)IMIDAZOLE). Yield: 54.0%. RXN SMILES: [NH:1]1[CH:5]=[C:4]([S:6](Cl)(=[O:8])=[O:7])[N:3]=[CH:2]1.[NH:10]1[CH:14]=[CH:13][N:12]=[CH:11]1>O1CCCC1>[NH:1]1[CH:5]=[C:4]([S:6]([N:10]2[CH:14]=[CH:13][N:12]=[CH:11]2)(=[O:8])=[O:7])[N:3]=[CH:2]1. Procedure: A dry round botton flask equipped with a magnetic stirrer, reflux condenser and nitrogen inlet was charged with a filtered solution of 8.33 g of imidazole-4-sulfonylchloride in 300 ml of tetrahydrofuran (THF). The clear solution was treated with 7.0 g of imidazole in one portion and allowed to stir overnight at room temperature. The reaction mixture was filtered and the filtrate concentrated to dryness. All the solids were triturated with water, filtered, rinsed with water and dried at high vacu... The reactants are C(C)C=1NC2=CC=CC=C2C1 (2-ethyl-1H-indole), C(#N)[BH3-].[Na+] (sodium cyanoborohydride). Solvent: C(C)(=O)O (acetic acid). Reaction conditions: time 1 day. Product: C(C)C1NC2=CC=CC=C2C1 (2-ethyl-2,3-dihydro-1H-indole). As a reaction SMILES: [CH2:1]([C:3]1[NH:4][C:5]2[C:10]([CH:11]=1)=[CH:9][CH:8]=[CH:7][CH:6]=2)[CH3:2].C([BH3-])#N.[Na+]>C(O)(=O)C>[CH2:1]([CH:3]1[CH2:11][C:10]2[C:5](=[CH:6][CH:7]=[CH:8][CH:9]=2)[NH:4]1)[CH3:2] |f:1.2|. Reported procedure: 0.66 g (4.2 mmol) 2-ethyl-1H-indole in 10 mL acetic acid were mixed with 1.3 g (20 mmol) sodium cyanoborohydride and the mixture was stirred for one day at RT. The reaction mixture was evaporated down using the rotary evaporator, combined with 20 mL of 4N aqueous hydrochloric acid and stirred for 1 h at RT. While cooling with ice, 45 mL of a 4N aqueous sodium hydroxide solution were then added and the mixture was extracted with ethyl acetate. The organic phase was dried on sodium sulphate, filte... The reactants are C([O-])([O-])=O.[K+].[K+] (Potassium carbonate), [N+](=O)([O-])[O-].[NH4+].[NH4+].[Ce+4].[N+](=O)([O-])[O-].[N+](=O)([O-])[O-].[N+](=O)([O-])[O-].[N+](=O)([O-])[O-].[N+](=O)([O-])[O-] (Cerium (IV) diammonium nitrate), C(C)#N (acetonitrile), ClC1=CC=C2C3(C(NC2=C1)=O)C1(N([C@H]([C@@H]3C3=CC(=NC=C3)Cl)C(=O)N[C@H]3CO[C@@H](CC3)C(C)(C)O)[C@@H]([C@H](C3=CC=CC=C3)O)C3=CC=CC=C3)CCC(CC1)(C)C ((4′R,5′R)-6″-chloro-4′-(2-chloropyridin-4-yl)-1′-[(1R,2S)-2-hydroxy-1,2-diphenylethyl]-N-[(3R,6S)-6-(1-hydroxy-1-methylethyl)tetrahydro-2H-pyran-3-yl]-4,4-dimethyl-2″-oxo-1″,2″-dihydrodispiro[cyclohexane-1,2′-pyrrolidine-3′,3″-indole]-5′-carboxamide). Run in O (water). Conditions: time 10 minute. Product: ClC1=CC=C2[C@@]3(C(NC2=C1)=O)C1(N[C@H]([C@@H]3C3=CC(=NC=C3)Cl)C(=O)N[C@H]3CO[C@@H](CC3)C(C)(C)O)CCC(CC1)(C)C ((3′R,4′R,5′R)-6″-chloro-4′-(2-chloropyridin-4-yl)-N-[(3R,6S)-6-(1-hydroxy-1-methylethyl)tetrahydro-2H-pyran-3-yl]-4,4-dimethyl-2″-oxo-1″,2″-dihydrodispiro[cyclohexane-1,2′-pyrrolidine-3′,3″-indole]-5′-carboxamide). Yield: 52.8%. As a reaction SMILES: [N+]([O-])([O-])=O.[NH4+].[NH4+].[Ce+4].[N+]([O-])([O-])=O.[N+]([O-])([O-])=O.[N+]([O-])([O-])=O.[N+]([O-])([O-])=O.[N+]([O-])([O-])=O.C(#N)C.[Cl:31][C:32]1[CH:40]=[C:39]2[C:35]([C:36]3([C@@H:45]([C:46]4[CH:51]=[CH:50][N:49]=[C:48]([Cl:52])[CH:47]=4)[C@H:44]([C:53]([NH:55][C@@H:56]4[CH2:61][CH2:60][C@@H:59]([C:62]([OH:65])([CH3:64])[CH3:63])[O:58][CH2:57]4)=[O:54])[N:43]([C@H](C4C=CC=CC=4)[C@@H](O)C4C=CC=CC=4)[C:42]43[CH2:85][CH2:84][C:83]([CH3:87])([CH3:86])[CH2:82][CH2:81]4)[C:37](=[O:41])[NH:38]2)=[CH:34][CH:33]=1.C(=O)([O-])[O-].[K+].[K+]>O>[Cl:31][C:32]1[CH:40]=[C:39]2[C:35]([C@@:36]3([C@@H:45]([C:46]4[CH:51]=[CH:50][N:49]=[C:48]([Cl:52])[CH:47]=4)[C@H:44]([C:53]([NH:55][C@@H:56]4[CH2:61][CH2:60][C@@H:59]([C:62]([OH:65])([CH3:64])[CH3:63])[O:58][CH2:57]4)=[O:54])[NH:43][C:42]43[CH2:85][CH2:84][C:83]([CH3:87])([CH3:86])[CH2:82][CH2:81]4)[C:37](=[O:41])[NH:38]2)=[CH:34][CH:33]=1 |f:0.1.2.3.4.5.6.7.8,11.12.13|. Procedure details: Cerium (IV) diammonium nitrate (132 mg, 0.24 mmol) was added to an acetonitrile (10 ml)/water (3 ml) solution of the compound (98 mg, 0.12 mmol) obtained in Step 1 above under ice cooling and the resulting mixture was stirred for 10 minutes. Potassium carbonate (65 mg, 0.48 mmol) was added to the reaction mixture and insoluble matter was removed by filtration through celite. The filtrate was diluted with ethyl acetate, washed with brine and then dried over anhydrous sodium sulfate. The solvent w... Starting materials: Brc1ncc(Br)n2ncnc12, Nc1nccn1CCN1CCOCC1. Yields the product Brc1cnc(Nc2nccn2CCN2CCOCC2)c2ncnn12. Reaction SMILES: [Br:1][c:2]1[cH:3][n:4][c:5]([Br:11])[c:6]2[n:7]1[n:8][cH:9][n:10]2.[O:12]1[CH2:13][CH2:14][N:15]([CH2:18][CH2:19][n:20]2[c:21]([NH2:25])[n:22][cH:23][cH:24]2)[CH2:16][CH2:17]1>>[Br:1][c:2]1[cH:3][n:4][c:5]([NH:25][c:21]2[n:20]([CH2:19][CH2:18][N:15]3[CH2:14][CH2:13][O:12][CH2:17][CH2:16]3)[cH:24][cH:23][n:22]2)[c:6]2[n:7]1[n:8][cH:9][n:10]2.